Dataset: the Open Reaction Database (ORD), a public repository of structured organic reaction records. Task: describe an organic reaction: reactants, conditions, products, and yield Starting materials: FC=1C=C(C=CC1)C(C(=O)C(C(=O)OCC)C(=O)OCC)(C)C (Diethyl 2-(2-(3-fluorophenyl)-2-methylpropanoyl)malonate), OS(=O)(=O)O (H2SO4). Reaction SMILES: [F:1][C:2]1[CH:3]=[C:4]([C:8]([CH3:23])([CH3:22])[C:9]([CH:11]([C:17](OCC)=[O:18])[C:12]([O:14][CH2:15][CH3:16])=[O:13])=[O:10])[CH:5]=[CH:6][CH:7]=1.OS(O)(=O)=O>>[F:1][C:2]1[CH:3]=[C:4]2[C:5]([C:17]([OH:18])=[C:11]([C:12]([O:14][CH2:15][CH3:16])=[O:13])[C:9](=[O:10])[C:8]2([CH3:22])[CH3:23])=[CH:6][CH:7]=1. Run at time 45 minute. Isolated yield 38.3%. The product is FC1=CC=C2C(=C(C(C(C2=C1)(C)C)=O)C(=O)OCC)O (Ethyl 7-fluoro-4-hydroxy-1,1-dimethyl-2-oxo-naphthalene-3-carboxylate). Reported procedure: Diethyl 2-(2-(3-fluorophenyl)-2-methylpropanoyl)malonate (13.03 g, 40 mmol) was added to concentrated H2SO4 (65 mL, 769 mmol), and the mixture was stirred at room temperature for 45 minutes. Ice (H2O) was added, and the aqueous mixture was extracted with EtOAc (2×). The combined organic layers were washed with water (2×) and brine, dried (MgSO4), and concentrated in vacuo to give the crude compound as an orange oil. The crude oil was purified by silica flash chromatography (0-100% DCM/hexane) to...